From a dataset of the Open Reaction Database (ORD), a public repository of structured organic reaction records. describe an organic reaction: reactants, conditions, products, and yield Reactants: CC1=C(C(O)=C(C=C1)C)O (3,6-dimethylcatechol), C([O-])([O-])=O.[K+].[K+] (potassium carbonate), BrC(C)Br (dibromoethane), CC1=CC=C(C=2OCCOC21)C (5,8-Dimethyl-1,4-benzodioxane), C([O-])([O-])=O.[K+].[K+] (potassium carbonate). Run in C(CO)O (ethylene glycol), CCOCC (ether). Run at temperature 120 celsius. Yields the product CC1=CC=C(C=2OCOCC21)C (5,8-dimethyl-1,3-benzodioxane). RXN SMILES: [CH3:1][C:2]1[C:11]2[O:10][CH2:9]CO[C:6]=2[C:5]([CH3:12])=[CH:4][CH:3]=1.CC1C=CC(C)=[C:16]([OH:17])C=1O.C(=O)([O-])[O-].[K+].[K+].BrC(Br)C>C(O)CO.CCOCC>[CH3:12][C:5]1[C:6]2[CH2:16][O:17][CH2:9][O:10][C:11]=2[C:2]([CH3:1])=[CH:3][CH:4]=1 |f:2.3.4|. Procedure: 5,8-Dimethyl-1,4-benzodioxane. To a stirred solution of 3 g of 3,6-dimethylcatechol and 6.15 g of potassium carbonate in 35 mL of ethylene glycol is added 3.74 mL of dibromoethane. A reflux condenser is attached and the mixture heated in an oil bath to 120° C. for 4 hours. The mixture is allowed to cool to room temperature and then is distributed between 100 mL of saturated potassium carbonate solution and 200 mL of ether. The ether layer is dried over magnesium sulfate and concentrated under re... Yields the product C(C)(=O)C1=C(C(=C(OCC(CSC2=C(C(=C(C=C2)CC(=O)O)Cl)Cl)O)C=C1)CCC)O (4-(3-(4-acetyl-3-hydroxy-2-propylphenoxy)-2-hydroxypropylthio)-2,3-dichlorobenzeneacetic Acid). Procedure: By following Step H of Example 1, but substituting the product of Step A of this example for the ester of Step G of Example 1, the title compound, mp 151°-153° C., was obtained. RXN SMILES: [C:1]([C:4]1[CH:28]=[CH:27][C:7]([O:8][CH2:9][CH:10]([OH:26])[CH2:11][S:12][C:13]2[CH:18]=[CH:17][C:16]([CH2:19][C:20]([O:22]C)=[O:21])=[C:15]([Cl:24])[C:14]=2[Cl:25])=[C:6]([CH2:29][CH2:30][CH3:31])[C:5]=1[OH:32])(=[O:3])[CH3:2].C(C1C=CC(OCCCSC2C=CC(CC(OC)=O)=C(Cl)C=2Cl)=C(CCC)C=1O)(=O)C>>[C:1]([C:4]1[CH:28]=[CH:27][C:7]([O:8][CH2:9][CH:10]([OH:26])[CH2:11][S:12][C:13]2[CH:18]=[CH:17][C:16]([CH2:19][C:20]([OH:22])=[O:21])=[C:15]([Cl:24])[C:14]=2[Cl:25])=[C:6]([CH2:29][CH2:30][CH3:31])[C:5]=1[OH:32])(=[O:3])[CH3:2]. The reactants are C(C)(=O)C1=C(C(=C(OCC(CSC2=C(C(=C(C=C2)CC(=O)OC)Cl)Cl)O)C=C1)CCC)O (4-(3-(4-acetyl-3-hydroxy-2-propylphenoxy)-2-hydroxypropylthio)-2,3 -dichlorobenzeneacetic acid, methyl Ester), C(C)(=O)C1=C(C(=C(OCCCSC2=C(C(=C(C=C2)CC(=O)OC)Cl)Cl)C=C1)CCC)O (4-(3-(4-acetyl-3-hydroxy-2-propylphenoxy)propylthio)-2,3 -dichlorobenzene-acetic acid, methyl Ester). The reactants are C(CCCCCCC)(=O)Cl (octanoyl chloride), S1C=CC2=C1C1=C(S2)SC=C1 (Dithienothiophene), [Al+3].[Cl-].[Cl-].[Cl-] (AlCl3), Cl (hydrochloric acid). The solvent is ClCCl (dichloromethane), ClCCl (dichloromethane), ClCCl (dichloromethane). The product is C(CCCCCCC)(=O)C1=CC2=C(C3=C(S2)SC=C3)S1 (Octanoyl-dithienothiophene). Yield: 62.8%. Reaction SMILES: [S:1]1[C:5]2[C:6]3[CH:11]=[CH:10][S:9][C:7]=3[S:8][C:4]=2[CH:3]=[CH:2]1.[Al+3].[Cl-].[Cl-].[Cl-].[C:16](Cl)(=[O:24])[CH2:17][CH2:18][CH2:19][CH2:20][CH2:21][CH2:22][CH3:23].Cl>ClCCl>[C:16]([C:2]1[S:1][C:5]2[C:6]3[CH:11]=[CH:10][S:9][C:7]=3[S:8][C:4]=2[CH:3]=1)(=[O:24])[CH2:17][CH2:18][CH2:19][CH2:20][CH2:21][CH2:22][CH3:23] |f:1.2.3.4|. Reported procedure: Dithienothiophene 2 (R1=R2=R3=R4=H) (765 mg, 3.90 mmol) was dissolved in dry dichloromethane (35 cm3) and the solution was ice-cooled before AlCl3 (790 mg, 5.92 mmol) was added in one portion yielding a dark mixture. A solution of octanoyl chloride (1.00 g, 6.02 mmol) in dichloromethane (20 cm3) was added dropwise over a 20 minute period and the mixture was then allowed to stand at room temperature For a further thirty minutes. It was hen added to ice and the mixture was acidified with dilute hy... Starting materials: Cc1ccc(Sc2ccc(C=O)cc2[N+](=O)[O-])cc1, CC(C)C(=O)Nc1cccc(C2CCNCC2)c1. The product is Cc1ccc(Sc2ccc(CN3CCC(c4cccc(NC(=O)C(C)C)c4)CC3)cc2[N+](=O)[O-])cc1. RXN SMILES: [CH3:1][c:2]1[cH:3][cH:4][c:5]([S:8][c:9]2[c:10]([N+:17](=[O:18])[O-:19])[cH:11][c:12]([CH:13]=[O:14])[cH:15][cH:16]2)[cH:6][cH:7]1.[CH3:20][CH:21]([C:22](=[O:23])[NH:24][c:25]1[cH:26][c:27]([CH:31]2[CH2:32][CH2:33][NH:34][CH2:35][CH2:36]2)[cH:28][cH:29][cH:30]1)[CH3:37]>>[CH3:1][c:2]1[cH:3][cH:4][c:5]([S:8][c:9]2[c:10]([N+:17](=[O:18])[O-:19])[cH:11][c:12]([CH2:13][N:34]3[CH2:33][CH2:32][CH:31]([c:27]4[cH:26][c:25]([NH:24][C:22]([CH:21]([CH3:20])[CH3:37])=[O:23])[cH:30][cH:29][cH:28]4)[CH2:36][CH2:35]3)[cH:15][cH:16]2)[cH:6][cH:7]1. The reactants are ClCCl, O=C(Cl)c1ccccc1Cl, Nc1ccc(C(=O)N2Cc3cccn3Cc3ccccc32)cc1. Product: O=C(Nc1ccc(C(=O)N2Cc3cccn3Cc3ccccc32)cc1)c1ccccc1Cl. RXN SMILES: [CH2:34]([Cl:35])[Cl:36].[Cl:1][C:2](=[O:3])[c:4]1[cH:5][cH:6][cH:7][cH:8][c:9]1[Cl:10].[NH2:11][c:12]1[cH:13][cH:14][c:15]([C:16](=[O:17])[N:18]2[CH2:19][c:20]3[n:21]([cH:29][cH:30][cH:31]3)[CH2:22][c:23]3[c:24]2[cH:25][cH:26][cH:27][cH:28]3)[cH:32][cH:33]1>>[C:2](=[O:3])([c:4]1[cH:5][cH:6][cH:7][cH:8][c:9]1[Cl:10])[NH:11][c:12]1[cH:13][cH:14][c:15]([C:16](=[O:17])[N:18]2[CH2:19][c:20]3[n:21]([cH:29][cH:30][cH:31]3)[CH2:22][c:23]3[c:24]2[cH:25][cH:26][cH:27][cH:28]3)[cH:32][cH:33]1. Yields the product COc1ccc(C(=O)O)cc1N. Reaction SMILES: [C:15](=[O:16])([O-:17])[O-:18].[CH2:21]([Br:22])[CH2:23][CH2:24][CH2:25][CH3:26].[CH3:1][O:2][c:3]1[c:4]([N+:12]([O-:13])=[O:14])[cH:5][c:6]([C:7](=[O:8])[OH:9])[cH:10][cH:11]1.[K+:19].[K+:20].[O:27]=[CH:28][N:29]([CH3:30])[CH3:31]>>[CH3:1][O:2][c:3]1[c:4]([NH2:12])[cH:5][c:6]([C:7](=[O:8])[OH:9])[cH:10][cH:11]1. Reactants: O=C([O-])[O-], CCCCCBr, COc1ccc(C(=O)O)cc1[N+](=O)[O-], [K+], [K+], CN(C)C=O.